The task is: describe an organic reaction: reactants, conditions, products, and yield. This data is from the Open Reaction Database (ORD), a public repository of structured organic reaction records. Reactants: ClC(Cl)OC(Cl)Cl (dichloromethyl ether), [OH-].[Na+] (sodium hydroxide), [Cl-].[Al+3].[Cl-].[Cl-] (aluminium chloride), C(C#C)N1C(=CC=C1)C#N (1-(2-propynyl)-1H-pyrrole-2-carbonitrile). Run in C(Cl)Cl (methylene chloride), O (water), C(Cl)Cl (methylene chloride), C(Cl)Cl (methylene chloride), [N+](=O)([O-])C (nitromethane). Reaction conditions: temperature -78 celsius, time 1 hour. Yields the product C(=O)C=1C=C(N(C1)CC#C)C#N (4-formyl-[(2-propynyl)]-1H-pyrrole-2-carbonitrile). The yield is 117.0%. Reaction SMILES: [Cl-].[Al+3].[Cl-].[Cl-].[CH2:5]([N:8]1[CH:12]=[CH:11][CH:10]=[C:9]1[C:13]#[N:14])[C:6]#[CH:7].Cl[CH:16]([O:18]C(Cl)Cl)Cl.[OH-].[Na+]>C(Cl)Cl.O.[N+](C)([O-])=O>[CH:16]([C:11]1[CH:10]=[C:9]([C:13]#[N:14])[N:8]([CH2:5][C:6]#[CH:7])[CH:12]=1)=[O:18] |f:0.1.2.3,6.7|. Procedure details: A mixture of 2.36 g of aluminium chloride in 6 ml of anhydrous methylene chloride was cooled to -78° C. and 1.3 g of the product of Step A in solution in 8 ml of methylene chloride and 0.5 ml of nitromethane were added. 1.49 g of dichloromethyl ether in solution in 15 ml of methylene chloride were added at -55° C. and the reaction mixture was kept for 1 hour at -60° C., then allowed to return to 20° C., at which temperature it was held for 18 hours. It was poured into water, stirred, and neutral... Reactants: C(C)(=O)OCC (ethyl acetate), C(C=C)OC(=O)NCC(COS(=O)(=O)C)C(C)O[Si](C)(C)C(C)(C)C (2-(N-allyloxycarbonylaminomethyl)-3-t-butyldimethylsilyloxy-1-methanesulfonyloxybutane), [Cl-].[NH4+] (ammonium chloride), [N-]=[N+]=[N-].[Na+] (sodium azide). Solvent: O (water), CN(C=O)C (N,N-dimethylformamide). Conditions: temperature 50 celsius, time 7 hour. Product: C(C=C)OC(=O)NCC(CN)C(C)O[Si](C)(C)C(C)(C)C (2-(N-allyloxycarbonylaminomethyl)-3-(t-butyldimethylsilyloxy)butylamine). Yield: 202.8%. Reaction SMILES: [CH2:1]([O:4][C:5]([NH:7][CH2:8][CH:9]([CH:16]([O:18][Si:19]([C:22]([CH3:25])([CH3:24])[CH3:23])([CH3:21])[CH3:20])[CH3:17])[CH2:10]OS(C)(=O)=O)=[O:6])[CH:2]=[CH2:3].[Cl-].[NH4+].[N-:28]=[N+]=[N-].[Na+].C(OCC)(=O)C>CN(C)C=O.O>[CH2:1]([O:4][C:5]([NH:7][CH2:8][CH:9]([CH:16]([O:18][Si:19]([C:22]([CH3:25])([CH3:24])[CH3:23])([CH3:21])[CH3:20])[CH3:17])[CH2:10][NH2:28])=[O:6])[CH:2]=[CH2:3] |f:1.2,3.4|. Procedure details: To a solution of 7.00 g of 2-(N-allyloxycarbonylaminomethyl)-3-t-butyldimethylsilyloxy-1-methanesulfonyloxybutane and 1.42 g of ammonium chloride in 70 ml of N,N-dimethylformamide was added 1.73 g of sodium azide at 0° C. The mixture was stirred at 50° C. for 7 hours. After the starting material disappeared, 350 ml of ethyl acetate and 350 ml of water were added to the reaction mixture. The organic layer was washed in turn with water three times and brine. The half amount of solvent was evaporat... The reactants are FC(C1=C(N)C=CC=C1)(F)F (2-trifluoromethylaniline), C1(=CC=CC=C1)S(=O)(=O)N1C=C(C=2C1=NC=CC2)C2=NC(=NC=C2)Cl (1-benzenesulfonyl-3-(2-chloro-pyrimidin-4-yl)-1H-pyrrolo[2,3-b]pyridine). Product: FC(C1=C(C=CC=C1)NC1=NC=CC(=N1)C1=CNC2=NC=CC=C21)(F)F ((2-trifluoromethylphenyl)-[4-(1H-pyrrolo[2,3-b]pyridin-3-yl)-pyrimidin-2-yl]-amine). Yield: 6.3%. Reaction SMILES: [F:1][C:2]([F:11])([F:10])[C:3]1[CH:9]=[CH:8][CH:7]=[CH:6][C:4]=1[NH2:5].C1(S([N:21]2[C:25]3=[N:26][CH:27]=[CH:28][CH:29]=[C:24]3[C:23]([C:30]3[CH:35]=[CH:34][N:33]=[C:32](Cl)[N:31]=3)=[CH:22]2)(=O)=O)C=CC=CC=1>>[F:1][C:2]([F:10])([F:11])[C:3]1[CH:9]=[CH:8][CH:7]=[CH:6][C:4]=1[NH:5][C:32]1[N:31]=[C:30]([C:23]2[C:24]3[C:25](=[N:26][CH:27]=[CH:28][CH:29]=3)[NH:21][CH:22]=2)[CH:35]=[CH:34][N:33]=1. Procedure: Using the procedure of example 1, 2-trifluoromethylaniline (131 mg) was reacted with compound 1f (100 mg) to provide compound 29 (6 mg, 6%). 1H NMR (400 MHz, CD3OD) δ 8.56 (d, J=8.0 Hz, 1H), 8.27 (t, J=5.6 Hz, 1H), 8.24 (s, 1H), 8.22 (d, J=1.6 Hz, 1H), 8.03 (d, J=8.0 Hz, 1H), 7.75 (d, J=7.8 Hz, 1H), 7.69 (t, J=8.0 Hz, 1H), 7.40 (t, J=8.0 Hz, 1H), 7.27 (d, J=5.6 Hz, 4.8 Hz, 1H), 7.10 (dd, J=8.0 Hz, 4.8 Hz, 1H). MS (ESI) m/z: 356 (M+H)+. Starting materials: CC(C)(C(=O)O)c1cccc(Cl)c1, O=S(Cl)Cl. The product is CC(C)(C(=O)Cl)c1cccc(Cl)c1. Reaction SMILES: [Cl:1][c:2]1[cH:3][c:4]([C:8]([C:9](=[O:10])[OH:11])([CH3:12])[CH3:13])[cH:5][cH:6][cH:7]1.[S:14]([Cl:15])([Cl:16])=[O:17]>>[Cl:1][c:2]1[cH:3][c:4]([C:8]([C:9](=[O:10])[Cl:16])([CH3:12])[CH3:13])[cH:5][cH:6][cH:7]1. The reactants are ClC1=C(COC2=CC=C(CCO)C=C2)C=CC(=C1)Cl (4-(2,4-dichlorobenzyloxy)-phenethyl alcohol), N1C=NC=C1.[Na] (sodium imidazole), S(=O)(Cl)Cl (thionyl chloride), ClCCC1=CC=C(C=C1)OCC1=C(C=C(C=C1)Cl)Cl ([4-(β-chloroethyl)-phenyl]-(2,4-dichlorobenzyl)-ether), N1C=NC=C1 (imidazole), [H-].[Na+] (sodium hydride). Solvent: CN(C=O)C (dimethylformamide). Conditions: time 6 hour. Yields the product Cl.ClC1=C(COC2=CC=C(C=C2)CCN2C=NC=C2)C=CC(=C1)Cl ((2,4-Dichlorobenzyl)-{4-[2-(1-imidazolyl)-ethyl]-phenyl}-ether, Hydrochloride). As a reaction SMILES: [Cl:1]C1C=C(Cl)C=CC=1COC1C=CC(CCO)=CC=1.S(Cl)(Cl)=O.Cl[CH2:25][CH2:26][C:27]1[CH:32]=[CH:31][C:30]([O:33][CH2:34][C:35]2[CH:40]=[CH:39][C:38]([Cl:41])=[CH:37][C:36]=2[Cl:42])=[CH:29][CH:28]=1.[NH:43]1[CH:47]=[CH:46][N:45]=[CH:44]1.[Na].N1C=CN=C1.[H-].[Na+]>CN(C)C=O>[ClH:1].[Cl:42][C:36]1[CH:37]=[C:38]([Cl:41])[CH:39]=[CH:40][C:35]=1[CH2:34][O:33][C:30]1[CH:31]=[CH:32][C:27]([CH2:26][CH2:25][N:43]2[CH:47]=[CH:46][N:45]=[CH:44]2)=[CH:28][CH:29]=1 |f:3.4,6.7,9.10,^1:47|. Procedure details: 2.8 g. of sodium hydroxide in 10 ml. of water and 13.6 g. of 2,4-dichlorobenzyl alcohol are added to 8 g. of 4-hydroxyphenethyl alcohol in 80 ml. of ethanol. After refluxing the solution for 1.5 hours, the mixture is acidified with dilute sulfuric acid and extracted with methylene chloride. Drying and evaporation of the solvent yields the crude product at 100°-130° (air bath temperature)//0.02 torr by distillation with the use of a bulb tube. From cyclohexane, 14.5 g. of 4-(2,4-dichlorobenzyloxy... Starting materials: ice water, C(C)(=O)C=1C(=C(C(=C(C1C)C)OC)[C@H](CCCCCC(=O)OC)C1=CC=C(C=C1)F)C (methyl (R)-7-(3-acetyl-6-methoxy-2,4,5-trimethylphenyl)-7-(4-fluorophenyl)heptanoate), B(Br)(Br)Br (boron tribromide). The solvent is ClCCl (dichloromethane), ClCCl (dichloromethane). Run at time 6 hour. The product is C(C)(=O)C=1C(=C(C(=C(C1C)C)O)[C@H](CCCCCC(=O)O)C1=CC=C(C=C1)F)C ((R)-7-(3-acetyl-6-hydroxy-2,4,5-trimethylphenyl)-7-(4-fluorophenyl)heptanoic acid). The yield is 82.9%. RXN SMILES: [C:1]([C:4]1[C:5]([CH3:31])=[C:6]([C@@H:14]([C:24]2[CH:29]=[CH:28][C:27]([F:30])=[CH:26][CH:25]=2)[CH2:15][CH2:16][CH2:17][CH2:18][CH2:19][C:20]([O:22]C)=[O:21])[C:7]([O:12]C)=[C:8]([CH3:11])[C:9]=1[CH3:10])(=[O:3])[CH3:2].B(Br)(Br)Br>ClCCl>[C:1]([C:4]1[C:5]([CH3:31])=[C:6]([C@@H:14]([C:24]2[CH:29]=[CH:28][C:27]([F:30])=[CH:26][CH:25]=2)[CH2:15][CH2:16][CH2:17][CH2:18][CH2:19][C:20]([OH:22])=[O:21])[C:7]([OH:12])=[C:8]([CH3:11])[C:9]=1[CH3:10])(=[O:3])[CH3:2]. Procedure: A solution of methyl (R)-7-(3-acetyl-6-methoxy-2,4,5-trimethylphenyl)-7-(4-fluorophenyl)heptanoate (2.0 g, 4.7 mmol) in dichloromethane (10 ml) was added dropwise to boron tribromide (2.0 ml, 5.3 g, 21.0 mmol) in dichloromethane (30 ml) at -78° C. The temperature of the reaction solution was elevated gradually to room temperature, and the reaction solution was stirred for 6 hours at the same temperature. To the reaction solution was was added ice-water at 0° C., and the mixture was extracted wit... Reactants: COC(=O)[O-], CCOCCO, COc1cc2c(Cl)c(C#N)cnc2cc1OCCCCl, Nc1cc(O)c(Cl)cc1F, Cl, c1ccncc1. Product: COc1cc2c(Nc3cc(O)c(Cl)cc3F)c(C#N)cnc2cc1OCCCCl. RXN SMILES: [C:21](=[O:22])([O-:23])[O:24][CH3:25].[CH3:43][CH2:44][O:45][CH2:46][CH2:47][OH:48].[Cl:1][CH2:2][CH2:3][CH2:4][O:5][c:6]1[c:7]([O:19][CH3:20])[cH:8][c:9]2[c:10]([Cl:18])[c:11]([C:16]#[N:17])[cH:12][n:13][c:14]2[cH:15]1.[Cl:26][c:27]1[cH:28][c:29]([F:35])[c:30]([NH2:31])[cH:32][c:33]1[OH:34].[ClH:36].[n:37]1[cH:38][cH:39][cH:40][cH:41][cH:42]1>>[Cl:1][CH2:2][CH2:3][CH2:4][O:5][c:6]1[c:7]([O:19][CH3:20])[cH:8][c:9]2[c:10]([NH:31][c:30]3[c:29]([F:35])[cH:28][c:27]([Cl:26])[c:33]([OH:34])[cH:32]3)[c:11]([C:16]#[N:17])[cH:12][n:13][c:14]2[cH:15]1. Starting materials: CC(C)(C)OC(=O)N1CCC2(CC1)CO2, CO, [NH4+], [OH-]. Product: CC(C)(C)OC(=O)N1CCC(O)(CN)CC1. RXN SMILES: [C:1]([CH3:2])([CH3:3])([CH3:4])[O:5][C:6](=[O:7])[N:8]1[CH2:9][CH2:10][C:11]2([CH2:12][O:13]2)[CH2:14][CH2:15]1.[CH3:18][OH:19].[NH4+:17].[OH-:16]>>[C:1]([CH3:2])([CH3:3])([CH3:4])[O:5][C:6](=[O:7])[N:8]1[CH2:9][CH2:10][C:11]([CH2:12][NH2:17])([OH:13])[CH2:14][CH2:15]1. The reactants are COC(CCCCC(=O)N1CCN(CC1)C([C@H](CCCN/C(=N/S(=O)(=O)C=1C(=C(C2=C(CC(O2)(C)C)C1C)C)C)/N)NS(=O)(=O)C1=CC2=CC=CC=C2C=C1)=O)=O (6-{4-[(S)-5-({Amino-[(E)-2,2,4,6,7-pentamethyl-2,3-dihydro-benzofuran-5-sulfonylimino]-methyl}-amino)-2-(naphthalene-2-sulfonylamino)-pentanoyl]-piperazin-1-yl}-6-oxo-hexanoic acid methyl ester), [Li+].[OH-] (LiOH). The solvent is C1CCOC1 (THF), O (H2O). Conditions: time 2 hour. The product is N\C(=N/S(=O)(=O)C=1C(=C(C2=C(CC(O2)(C)C)C1C)C)C)\NCCC[C@@H](C(=O)N1CCN(CC1)C(CCCCC(=O)O)=O)NS(=O)(=O)C1=CC2=CC=CC=C2C=C1 (6-{4-[(S)-5-({Amino-[(E)-2,2,4,6,7-pentamethyl-2,3-dihydro-benzofuran-5-sulfonylimino]-methyl}-amino)-2-(naphthalene-2-sulfonylamino)-pentanoyl]-piperazin-1-yl}-6-oxohexanoic acid). Isolated yield 100.0%. RXN SMILES: C[O:2][C:3](=[O:57])[CH2:4][CH2:5][CH2:6][CH2:7][C:8]([N:10]1[CH2:15][CH2:14][N:13]([C:16](=[O:56])[C@@H:17]([NH:42][S:43]([C:46]2[CH:55]=[CH:54][C:53]3[C:48](=[CH:49][CH:50]=[CH:51][CH:52]=3)[CH:47]=2)(=[O:45])=[O:44])[CH2:18][CH2:19][CH2:20][NH:21]/[C:22](/[NH2:41])=[N:23]/[S:24]([C:27]2[C:28]([CH3:40])=[C:29]([CH3:39])[C:30]3[O:34][C:33]([CH3:36])([CH3:35])[CH2:32][C:31]=3[C:37]=2[CH3:38])(=[O:26])=[O:25])[CH2:12][CH2:11]1)=[O:9].[Li+].[OH-]>C1COCC1.O>[NH2:41]/[C:22](/[NH:21][CH2:20][CH2:19][CH2:18][C@H:17]([NH:42][S:43]([C:46]1[CH:55]=[CH:54][C:53]2[C:48](=[CH:49][CH:50]=[CH:51][CH:52]=2)[CH:47]=1)(=[O:45])=[O:44])[C:16]([N:13]1[CH2:12][CH2:11][N:10]([C:8](=[O:9])[CH2:7][CH2:6][CH2:5][CH2:4][C:3]([OH:57])=[O:2])[CH2:15][CH2:14]1)=[O:56])=[N:23]\[S:24]([C:27]1[C:28]([CH3:40])=[C:29]([CH3:39])[C:30]2[O:34][C:33]([CH3:36])([CH3:35])[CH2:32][C:31]=2[C:37]=1[CH3:38])(=[O:25])=[O:26] |f:1.2|. Procedure details: To a solution of compound O (2.1 g, 2.08 mmol) in THF (5 mL), H2O (5 mL) was added 2 M aq LiOH (6 mL). The reaction mixture was stirred at room temperature for 2 h. Solvents were removed in vacuo, then the residue was dissolved in water (˜50 mL), acidified with saturated aqueous NaHSO4 (˜100 ml) and extracted with EtOAc (2×100 ml). The organic layer was dried over Na2SO4 and removal of the solvent gave compound P (1.72 g, 2.08 mmol). LC-MS [M+H] 813.5 (C39H52N6O9S2+H, calc: 813.3). Compound P wa...